From a dataset of the Open Reaction Database (ORD), a public repository of structured organic reaction records. describe an organic reaction: reactants, conditions, products, and yield Reactants: C([C@@H](O)CC(=O)O)(=O)O (L-malic acid), C([C@@H](O)CC(=O)[O-])(=O)[O-].[K+].[K+] (dipotassium L-malate), C([C@@H](O)CC(=O)O)(=O)O (L-malic acid), potassium ion, potassium ion, C(C(O)CC(=O)O)(=O)O (malic acid). Yields the product O.C([C@@H](O)CC(=O)O)(=O)[O-].[K+] (monopotassium L-malate monohydrate). RXN SMILES: C(O)(=O)[C@H](CC(O)=O)[OH:3].[C:10]([OH:18])(=[O:17])[CH:11]([CH2:13][C:14]([OH:16])=[O:15])[OH:12].C([O-])(=O)[C@H](CC([O-])=O)O.[K+:28].[K+]>>[OH2:3].[C:10]([O-:18])(=[O:17])[C@H:11]([CH2:13][C:14]([OH:16])=[O:15])[OH:12].[K+:28] |f:2.3.4,5.6.7|. Reported procedure: As a result of our investigations, we have now found that when L-malic acid and potassium ion are dissolved in an aqueous solvent at a pH higher than 6.8, a malic acid salt contained in the solution exists substantially in the form of dipotassium L-malate and can not be crystallized out from the aqueous solvent. In this connection, however, we have also found that crystals of monopotassium L-malate monohydrate or crystals composed of L-malic acid and monopotassium L-malate are obtained by coolin...